This data is from the Open Reaction Database (ORD), a public repository of structured organic reaction records. The task is: describe an organic reaction: reactants, conditions, products, and yield The reactants are CCN(CC)C(=O)NC1CC2c3cccc4[nH]c(C(=O)O)c(c34)CC2N(C)C1, CO. Product: CCN(CC)C(=O)NC1CC2c3cccc4[nH]c(C)c(c34)CC2N(C)C1. RXN SMILES: [CH2:1]([CH3:2])[N:3]([C:4]([NH:5][CH:6]1[CH2:7][N:8]([CH3:25])[CH:9]2[CH2:10][c:11]3[c:12]([C:22]([OH:23])=[O:24])[nH:13][c:14]4[cH:15][cH:16][cH:17][c:18]([c:21]34)[CH:19]2[CH2:20]1)=[O:26])[CH2:27][CH3:28].[CH3:29][OH:30]>>[CH2:1]([CH3:2])[N:3]([C:4]([NH:5][CH:6]1[CH2:7][N:8]([CH3:25])[CH:9]2[CH2:10][c:11]3[c:12]([CH3:22])[nH:13][c:14]4[cH:15][cH:16][cH:17][c:18]([c:21]34)[CH:19]2[CH2:20]1)=[O:26])[CH2:27][CH3:28].